This data is from the Open Reaction Database (ORD), a public repository of structured organic reaction records. The task is: describe an organic reaction: reactants, conditions, products, and yield Reactants: BrC=1C=C2C=CC(=NC2=CC1)Cl (6-bromo-2-chloroquinoline), N1CCNCC1 (piperazine). Solvent: C([O-])(O)=O.[Na+] (sodium bicarbonate), CN(C=O)C (N,N-dimethylformamide). Conditions: temperature 110 celsius. Yields the product BrC=1C=C2C=CC(=NC2=CC1)N1CCNCC1 (6-Bromo-2-piperazin-1-yl-quinoline). Reaction SMILES: [Br:1][C:2]1[CH:3]=[C:4]2[C:9](=[CH:10][CH:11]=1)[N:8]=[C:7](Cl)[CH:6]=[CH:5]2.[NH:13]1[CH2:18][CH2:17][NH:16][CH2:15][CH2:14]1>CN(C)C=O.C(=O)(O)[O-].[Na+]>[Br:1][C:2]1[CH:3]=[C:4]2[C:9](=[CH:10][CH:11]=1)[N:8]=[C:7]([N:13]1[CH2:18][CH2:17][NH:16][CH2:15][CH2:14]1)[CH:6]=[CH:5]2 |f:3.4|. Procedure: To a solution of 6-bromo-2-chloroquinoline of Step A (1.25 g, 5.15 mmol) in N,N-dimethylformamide (35 mL) is added piperazine (4.43 g, 51.4 mmol) and the mixture is heated at 110° C. under nitrogen for 3 hours. After cooling, it is diluted with saturated aqueous sodium bicarbonate and extracted with ethyl acetate. The extracts are dried over anhydrous magnesium sulfate and evaporated to dryness.